This data is from the Open Reaction Database (ORD), a public repository of structured organic reaction records. The task is: describe an organic reaction: reactants, conditions, products, and yield Starting materials: CCO, CCOC(=O)c1cc(Cl)c(S(C)(=O)=O)c(-c2cc(C)no2)c1C. Product: CCOC(=O)c1ccc(S(C)(=O)=O)c(-c2cc(C)no2)c1C. Reaction SMILES: [CH3:24][CH2:25][OH:26].[Cl:1][c:2]1[c:3]([S:20](=[O:21])(=[O:22])[CH3:23])[c:4](-[c:14]2[cH:15][c:16]([CH3:19])[n:17][o:18]2)[c:5]([CH3:13])[c:6]([C:7](=[O:8])[O:9][CH2:10][CH3:11])[cH:12]1>>[cH:2]1[c:3]([S:20](=[O:21])(=[O:22])[CH3:23])[c:4](-[c:14]2[cH:15][c:16]([CH3:19])[n:17][o:18]2)[c:5]([CH3:13])[c:6]([C:7](=[O:8])[O:9][CH2:10][CH3:11])[cH:12]1.